The task is: describe an organic reaction: reactants, conditions, products, and yield. This data is from the Open Reaction Database (ORD), a public repository of structured organic reaction records. As a reaction SMILES: [C:1]([O:5][C:6]([N:8]1[CH2:13][CH2:12][CH:11]([O:14][C:15]2[CH:34]=[CH:33][C:18]([NH:19][CH2:20][C:21]3[CH:30]=[C:29]4[C:24]([CH:25]=[CH:26][C:27]([C:31]#[N:32])=[CH:28]4)=[CH:23][CH:22]=3)=[CH:17][CH:16]=2)[CH2:10][CH2:9]1)=[O:7])([CH3:4])([CH3:3])[CH3:2].[CH:35]1([C:41](Cl)=[O:42])[CH2:40][CH2:39][CH2:38][CH2:37][CH2:36]1>>[C:1]([O:5][C:6]([N:8]1[CH2:13][CH2:12][CH:11]([O:14][C:15]2[CH:16]=[CH:17][C:18]([N:19]([CH2:20][C:21]3[CH:22]=[CH:23][C:24]4[C:29](=[CH:28][C:27]([C:31]#[N:32])=[CH:26][CH:25]=4)[CH:30]=3)[C:41]([CH:35]3[CH2:40][CH2:39][CH2:38][CH2:37][CH2:36]3)=[O:42])=[CH:33][CH:34]=2)[CH2:10][CH2:9]1)=[O:7])([CH3:4])([CH3:2])[CH3:3]. Starting materials: C(C)(C)(C)OC(=O)N1CCC(CC1)OC1=CC=C(NCC2=CC=C3C=CC(=CC3=C2)C#N)C=C1 (7-[[4-[(1-t-butoxycarbonyl-4-piperidyl)oxy]anilino]methyl]-2-naphthalenecarbonitrile), C1(CCCCC1)C(=O)Cl (cyclohexanecarbonyl chloride). Procedure details: Starting compound: 7-[[4-[(1-t-butoxycarbonyl-4-piperidyl)oxy]anilino]methyl]-2-naphthalenecarbonitrile, cyclohexanecarbonyl chloride. The product is C(C)(C)(C)OC(=O)N1CCC(CC1)OC1=CC=C(C=C1)N(C(=O)C1CCCCC1)CC1=CC2=CC(=CC=C2C=C1)C#N (N-[4-[(1-t-Butoxycarbonyl-4-piperidyl)oxy]phenyl]-N-[(7-cyano-2-naphthyl)methyl]cyclohexanecarboxamide). Starting materials: CCCCCCCCC(OC(C)=O)C1=CC(=O)OC1O, CC(=O)OC(C)=O, c1ccncc1. Yields the product CCCCCCCCC(OC(C)=O)C1=CC(=O)OC1OC(C)=O. RXN SMILES: [C:1]([CH3:2])(=[O:3])[O:4][CH:5]([CH2:6][CH2:7][CH2:8][CH2:9][CH2:10][CH2:11][CH2:12][CH3:13])[C:14]1=[CH:15][C:16](=[O:20])[O:17][CH:18]1[OH:19].[CH3:21][C:22](=[O:23])[O:24][C:25](=[O:26])[CH3:27].[cH:28]1[cH:29][cH:30][n:31][cH:32][cH:33]1>>[C:1]([CH3:2])(=[O:3])[O:4][CH:5]([CH2:6][CH2:7][CH2:8][CH2:9][CH2:10][CH2:11][CH2:12][CH3:13])[C:14]1=[CH:15][C:16](=[O:20])[O:17][CH:18]1[O:19][C:22]([CH3:21])=[O:23]. Reactants: C1(=CC=CC=C1)S(=O)(=O)C=1C(=NN2C1N=C(C=C2Cl)C2CC2)SC (3-benzenesulphonyl-7-chloro-5-cyclopropyl-2-methylsulphanyl-pyrazolo[1,5-a]pyrimidine), N (NH3). Solvent: CO (MeOH). The product is C1(=CC=CC=C1)S(=O)(=O)C=1C(=NN2C1N=C(C=C2N)C2CC2)SC (3-benzenesulphonyl-5-cyclopropyl-2-methylsulphanyl-pyrazolo[1,5-a]pyrimidine-7-ylamine). As a reaction SMILES: [C:1]1([S:7]([C:10]2[C:11]([S:23][CH3:24])=[N:12][N:13]3[C:18](Cl)=[CH:17][C:16]([CH:20]4[CH2:22][CH2:21]4)=[N:15][C:14]=23)(=[O:9])=[O:8])[CH:6]=[CH:5][CH:4]=[CH:3][CH:2]=1.[NH3:25]>CO>[C:1]1([S:7]([C:10]2[C:11]([S:23][CH3:24])=[N:12][N:13]3[C:18]([NH2:25])=[CH:17][C:16]([CH:20]4[CH2:22][CH2:21]4)=[N:15][C:14]=23)(=[O:9])=[O:8])[CH:6]=[CH:5][CH:4]=[CH:3][CH:2]=1. Procedure details: In an analogous manner to that described in Example 4, from 3-benzenesulphonyl-7-chloro-5-cyclopropyl-2-methylsulphanyl-pyrazolo[1,5-a]pyrimidine and NH3 in MeOH there was obtained 3-benzenesulphonyl-5-cyclopropyl-2-methylsulphanyl-pyrazolo[1,5-a]pyrimidine-7-ylamine as colorless crystals, m.p.>230°. Reactants: CO, CCOC(=O)c1cn(C2CC2)c2ccc(I)cc2c1=O, NCc1ccc(Cl)cc1, ClCCl, Cl. The product is O=C(NCc1ccc(Cl)cc1)c1cn(C2CC2)c2ccc(I)cc2c1=O. As a reaction SMILES: [CH3:34][OH:35].[CH:1]1([n:4]2[cH:5][c:6]([C:16]([O:18][CH2:17][CH3:19])=[O:20])[c:7](=[O:15])[c:8]3[cH:9][c:10]([I:14])[cH:11][cH:12][c:13]23)[CH2:2][CH2:3]1.[Cl:21][c:22]1[cH:23][cH:24][c:25]([CH2:26][NH2:27])[cH:28][cH:29]1.[Cl:30][CH2:31][Cl:32].[ClH:33]>>[CH:1]1([n:4]2[cH:5][c:6]([C:16](=[O:18])[NH:27][CH2:26][c:25]3[cH:24][cH:23][c:22]([Cl:21])[cH:29][cH:28]3)[c:7](=[O:15])[c:8]3[cH:9][c:10]([I:14])[cH:11][cH:12][c:13]23)[CH2:2][CH2:3]1. The product is CSc1nc2ccc(CCc3nc4cc(C)ccn4c3C)cc2o1. As a reaction SMILES: [CH3:1][I:2].[CH3:27][OH:28].[CH3:3][c:4]1[c:5]([CH2:14][CH2:15][c:16]2[cH:17][c:18]3[c:19]([n:20][c:21]([S-:23])[o:22]3)[cH:24][cH:25]2)[n:6][c:7]2[n:8]1[cH:9][cH:10][c:11]([CH3:13])[cH:12]2.[K+:26]>>[CH3:1][S:23][c:21]1[n:20][c:19]2[c:18]([cH:17][c:16]([CH2:15][CH2:14][c:5]3[c:4]([CH3:3])[n:8]4[c:7]([n:6]3)[cH:12][c:11]([CH3:13])[cH:10][cH:9]4)[cH:25][cH:24]2)[o:22]1. The reactants are CI, CO, Cc1ccn2c(C)c(CCc3ccc4nc([S-])oc4c3)nc2c1, [K+]. Starting materials: Brc1ccccc1, C1CCOC1, COCOc1ccc(Cc2c(C)cc(O[Si](C(C)C)(C(C)C)C(C)C)cc2C)cc1C=O, [Li]CCCC. Yields the product COCOc1ccc(Cc2c(C)cc(O[Si](C(C)C)(C(C)C)C(C)C)cc2C)cc1C(O)c1ccccc1. RXN SMILES: [Br:1][c:2]1[cH:3][cH:4][cH:5][cH:6][cH:7]1.[CH2:45]1[O:46][CH2:47][CH2:48][CH2:49]1.[CH3:13][c:14]1[c:15]([CH2:16][c:17]2[cH:18][cH:19][c:20]([O:25][CH2:26][O:27][CH3:28])[c:21]([CH:22]=[O:23])[cH:24]2)[c:29]([CH3:44])[cH:30][c:31]([O:33][Si:34]([CH:35]([CH3:36])[CH3:37])([CH:38]([CH3:39])[CH3:40])[CH:41]([CH3:42])[CH3:43])[cH:32]1.[CH3:8][CH2:9][CH2:10][CH2:11][Li:12]>>[c:2]1([CH:22]([c:21]2[c:20]([O:25][CH2:26][O:27][CH3:28])[cH:19][cH:18][c:17]([CH2:16][c:15]3[c:14]([CH3:13])[cH:32][c:31]([O:33][Si:34]([CH:35]([CH3:36])[CH3:37])([CH:38]([CH3:39])[CH3:40])[CH:41]([CH3:42])[CH3:43])[cH:30][c:29]3[CH3:44])[cH:24]2)[OH:23])[cH:3][cH:4][cH:5][cH:6][cH:7]1. RXN SMILES: [CH3:1][O:2][C:3](=[O:22])[C:4]1[CH:9]=[CH:8][CH:7]=[C:6]([S:10][C:11]2[C:19]3[C:14](=[CH:15][C:16]([Cl:20])=[CH:17][CH:18]=3)[NH:13][C:12]=2[CH3:21])[CH:5]=1.Br[C:24]1[CH:25]=[CH:26][C:27]([CH3:30])=[N:28][CH:29]=1>>[CH3:1][O:2][C:3](=[O:22])[C:4]1[CH:9]=[CH:8][CH:7]=[C:6]([S:10][C:11]2[C:19]3[C:14](=[CH:15][C:16]([Cl:20])=[CH:17][CH:18]=3)[N:13]([C:24]3[CH:29]=[N:28][C:27]([CH3:30])=[CH:26][CH:25]=3)[C:12]=2[CH3:21])[CH:5]=1. The product is COC(C1=CC(=CC=C1)SC1=C(N(C2=CC(=CC=C12)Cl)C=1C=NC(=CC1)C)C)=O (3-[6-Chloro-2-methyl-1-(6-methyl-pyridin-3-yl)-1H-indol-3-ylsulfanyl]-benzoic acid methyl ester). Starting materials: COC(C1=CC(=CC=C1)SC1=C(NC2=CC(=CC=C12)Cl)C)=O (3-(6-chloro-2-methyl-1H-indol-3-ylsulfanyl)-benzoic acid methyl ester), BrC=1C=CC(=NC1)C (5-bromo-2-methylpyridine). Procedure: Prepared according to the procedure described in Example 27, Step 1, using the following starting materials: 3-(6-chloro-2-methyl-1H-indol-3-ylsulfanyl)-benzoic acid methyl ester and 5-bromo-2-methylpyridine. Starting materials: FCC1=CC=CC(=N1)C#CCCNC (4-(6-(fluoromethyl)pyridin-2-yl)-N-methylbut-3-yn-1-amine), ClC1=C(C(=O)Cl)C(=CC=C1)Cl (2,6-dichlorobenzoyl chloride). Yields the product ClC1=C(C(=O)N(C)CCC#CC2=NC(=CC=C2)CF)C(=CC=C1)Cl (2,6-dichloro-N-(4-(6-(fluoromethyl)pyridin-2-yl)but-3-ynyl)-N-methylbenzamide). Yield: 5.4%. As a reaction SMILES: [F:1][CH2:2][C:3]1[N:8]=[C:7]([C:9]#[C:10][CH2:11][CH2:12][NH:13][CH3:14])[CH:6]=[CH:5][CH:4]=1.[Cl:15][C:16]1[CH:24]=[CH:23][CH:22]=[C:21]([Cl:25])[C:17]=1[C:18](Cl)=[O:19]>>[Cl:15][C:16]1[CH:24]=[CH:23][CH:22]=[C:21]([Cl:25])[C:17]=1[C:18]([N:13]([CH2:12][CH2:11][C:10]#[C:9][C:7]1[CH:6]=[CH:5][CH:4]=[C:3]([CH2:2][F:1])[N:8]=1)[CH3:14])=[O:19]. Procedure details: The title compound was prepared in accordance with the general method of Example 199(D), from 4-(6-(fluoromethyl)pyridin-2-yl)-N-methylbut-3-yn-1-amine (180 mg, 0.93 mmol) and 2,6-dichlorobenzoyl chloride (255 mg, 1.22 mmol). The crude residue was purified over silicagel chromatography (prepacked 10 g silicagel column, DCM/MeOH: from 100/0 to 98/2 as eluent) to afford 18.5 mg of 2,6-dichloro-N-(4-(6-(fluoromethyl)pyridin-2-yl)but-3-ynyl)-N-methylbenzamide as a yellow oil (Yield: 5%).